From a dataset of the Open Reaction Database (ORD), a public repository of structured organic reaction records. describe an organic reaction: reactants, conditions, products, and yield Reactants: O=C(O)c1ccc(N2CC(F)(F)C2)c(OCC2CC2)n1, NC1CCS(=O)(=O)C1. Yields the product O=C(NC1CCS(=O)(=O)C1)c1ccc(N2CC(F)(F)C2)c(OCC2CC2)n1. RXN SMILES: [CH:1]1([CH2:4][O:5][c:6]2[c:7]([N:15]3[CH2:16][C:17]([F:19])([F:20])[CH2:18]3)[cH:8][cH:9][c:10]([C:12](=[O:13])[OH:14])[n:11]2)[CH2:2][CH2:3]1.[O:21]=[S:22]1(=[O:28])[CH2:23][CH:24]([NH2:27])[CH2:25][CH2:26]1>>[CH:1]1([CH2:4][O:5][c:6]2[c:7]([N:15]3[CH2:16][C:17]([F:19])([F:20])[CH2:18]3)[cH:8][cH:9][c:10]([C:12](=[O:14])[NH:27][CH:24]3[CH2:23][S:22](=[O:21])(=[O:28])[CH2:26][CH2:25]3)[n:11]2)[CH2:2][CH2:3]1. The reactants are FC(CNC(=N)NC(=S)N)(F)F (2,2,2-trifluoroethylamidinothiourea), ClCC(CCCC(=O)OC)=O (methyl 6-chloro-5-oxohexanoate). Procedure: To 2,2,2-trifluoroethylamidinothiourea (2.1 g.) in hot EtOH (20 ml.) was added a solution of methyl 6-chloro-5-oxohexanoate (2.0 g.) in hot EtOH (20 ml.). The mixture was heated under reflux for 1 hour and then evaporated to dryness. The residue was partitioned between ether (20 ml.) and water (60 ml.). The aqueous layer was separated, basified with sodium bicarbonate and extracted with EtOAc. The organic layer was evaporated to dryness to give a gum which was recrystallised from EtOAc/ether/ace... Reaction SMILES: [F:1][C:2]([F:12])([F:11])[CH2:3][NH:4][C:5]([NH:7][C:8]([NH2:10])=[S:9])=[NH:6].Cl[CH2:14][C:15](=O)[CH2:16][CH2:17][CH2:18][C:19]([O:21][CH3:22])=[O:20]>CCO>[F:12][C:2]([F:1])([F:11])[CH2:3][N:4]=[C:5]([NH2:6])[NH:7][C:8]1[S:9][CH:14]=[C:15]([CH2:16][CH2:17][CH2:18][C:19]([O:21][CH3:22])=[O:20])[N:10]=1. Solvent: CCO (EtOH), CCO (EtOH). The product is FC(CN=C(NC=1SC=C(N1)CCCC(=O)OC)N)(F)F (methyl 4-[2-(2-[2,2,2-trifluoroethyl]guanidino)thiazol-4-yl]butyrate). Reaction conditions: time 6 hour. RXN SMILES: [CH2:1]([OH:4])[CH2:2][OH:3].[H-].[Na+].Cl[C:8]1[N:9]=[C:10]([N:25]2[CH2:30][CH2:29][CH2:28][CH2:27][CH2:26]2)[C:11]2[N:16]=[C:15](Cl)[N:14]=[C:13]([N:18]3[CH2:23][CH2:22][CH2:21][CH2:20][CH2:19]3)[C:12]=2[N:24]=1.[OH2:31].[CH2:32]1[CH2:36][O:35]CC1>>[OH:3][CH2:2][CH2:1][O:4][C:8]1[N:9]=[C:10]([N:25]2[CH2:30][CH2:29][CH2:28][CH2:27][CH2:26]2)[C:11]2[N:16]=[C:15]([O:35][CH2:36][CH2:32][OH:31])[N:14]=[C:13]([N:18]3[CH2:23][CH2:22][CH2:21][CH2:20][CH2:19]3)[C:12]=2[N:24]=1 |f:1.2|. The reactants are ClC=1N=C(C2=C(C(=NC(=N2)Cl)N2CCCCC2)N1)N1CCCCC1 (2,6-dichloro-4,8-dipiperidinopyrimidopyrimidine), C1CCOC1 (THF), O (water), C(CO)O (Ethylene glycol), C1CCOC1 (THF), [H-].[Na+] (sodium hydride). The yield is 45.0%. Product: OCCOC=1N=C(C2=C(C(=NC(=N2)OCCO)N2CCCCC2)N1)N1CCCCC1 (2,6-Di(2′-hydroxyethoxy)-4,8-dipiperidinopyrimidopyrimidine). Reported procedure: Ethylene glycol (0.56 ml, 10 mmol) was dissolved in dry THF (10 ml), then added to sodium hydride (0.24 g, 10 mmol) and stirred at room temperature for 6 hours. 2,6-dichloro-4,8-dipiperidinopyrimidopyrimidine (0.184 g, 0.5 mmol) in dry THF (25 ml) was added and the mixture heated under reflux for 96 hours. After cooling to room temperature, water (30 ml) was added and the product extracted into ethyl acetate (4×20 ml). The organic layers were combined, dried (MgSO4), filtered and solvent removed... The reactants are CCOC(OCC)C(=N)OC, COc1ccc(CN)cc1OC, CO. Yields the product CCOC(OCC)C(=N)NCc1ccc(OC)c(OC)c1. RXN SMILES: [CH2:1]([CH3:2])[O:3][CH:4]([C:5]([O:6][CH3:7])=[NH:8])[O:9][CH2:10][CH3:11].[CH3:12][O:13][c:14]1[cH:15][c:16]([CH2:22][NH2:23])[cH:17][cH:18][c:19]1[O:20][CH3:21].[CH3:24][OH:25]>>[CH2:1]([CH3:2])[O:3][CH:4]([C:5](=[NH:8])[NH:23][CH2:22][c:16]1[cH:15][c:14]([O:13][CH3:12])[c:19]([O:20][CH3:21])[cH:18][cH:17]1)[O:9][CH2:10][CH3:11]. Starting materials: CCCC(CCC)n1cc(C2=CCN(C(=O)OC(C)(C)C)CC2)c2cc(-c3c(CC)cccc3CC)ncc21, CCO. Product: CCCC(CCC)n1cc(C2CCN(C(=O)OC(C)(C)C)CC2)c2cc(-c3c(CC)cccc3CC)ncc21. Reaction SMILES: [C:1]([CH3:2])([CH3:3])([CH3:4])[O:5][C:6](=[O:7])[N:8]1[CH2:9][CH2:10][C:11]([c:14]2[cH:15][n:16]([CH:33]([CH2:34][CH2:35][CH3:36])[CH2:37][CH2:38][CH3:39])[c:17]3[cH:18][n:19][c:20](-[c:23]4[c:24]([CH2:31][CH3:32])[cH:25][cH:26][cH:27][c:28]4[CH2:29][CH3:30])[cH:21][c:22]23)=[CH:12][CH2:13]1.[CH3:40][CH2:41][OH:42]>>[C:1]([CH3:2])([CH3:3])([CH3:4])[O:5][C:6](=[O:7])[N:8]1[CH2:9][CH2:10][CH:11]([c:14]2[cH:15][n:16]([CH:33]([CH2:34][CH2:35][CH3:36])[CH2:37][CH2:38][CH3:39])[c:17]3[cH:18][n:19][c:20](-[c:23]4[c:24]([CH2:31][CH3:32])[cH:25][cH:26][cH:27][c:28]4[CH2:29][CH3:30])[cH:21][c:22]23)[CH2:12][CH2:13]1. Reactants: C1OC=2C=C(C=CC2OC1)NC1=NC(=NC=C1F)NC=1C=CC2=C(C=C(O2)C(=O)OC)C1 (N4-(3,4-ethylenedioxyphenyl)-5-fluoro-N2-(2-methoxycarbonylbenzofuran-5-yl)-2,4-pyrimidinediamine), OC(CN)CO (2,3-dihydroxypropylamine). The product is OC(CNC(=O)C=1OC2=C(C1)C=C(C=C2)NC2=NC=C(C(=N2)NC2=CC1=C(C=C2)OCCO1)F)CO (N2-[2-(N-2,3-dihydroxypropylamino)carbonylbenzofuran-5-yl]-N4-(3,4-ethylenedioxyphenyl)-5-fluoro-2,4-pyrimidinediamine). As a reaction SMILES: [CH2:1]1[CH2:10][O:9][C:8]2[CH:7]=[CH:6][C:5]([NH:11][C:12]3[C:17]([F:18])=[CH:16][N:15]=[C:14]([NH:19][C:20]4[CH:21]=[CH:22][C:23]5[O:27][C:26]([C:28](OC)=[O:29])=[CH:25][C:24]=5[CH:32]=4)[N:13]=3)=[CH:4][C:3]=2[O:2]1.[OH:33][CH:34]([CH2:37][OH:38])[CH2:35][NH2:36]>>[OH:33][CH:34]([CH2:37][OH:38])[CH2:35][NH:36][C:28]([C:26]1[O:27][C:23]2[CH:22]=[CH:21][C:20]([NH:19][C:14]3[N:13]=[C:12]([NH:11][C:5]4[CH:6]=[CH:7][C:8]5[O:9][CH2:10][CH2:1][O:2][C:3]=5[CH:4]=4)[C:17]([F:18])=[CH:16][N:15]=3)=[CH:32][C:24]=2[CH:25]=1)=[O:29]. Reported procedure: In like manner to the preparation of N4-(3,4-ethylenedioxyphenyl)-5-fluoro-N2-[3-(N-methylamino)carbonylmethyleneoxyphenyl]-2,4-pyrimidinediamine, N4-(3,4-ethylenedioxyphenyl)-5-fluoro-N2-(2-methoxycarbonylbenzofuran-5-yl)-2,4-pyrimidinediamine and 2,3-dihydroxypropylamine gave N2-[2-(N-2,3-dihydroxypropylamino)carbonylbenzofuran-5-yl]-N4-(3,4-ethylenedioxyphenyl)-5-fluoro-2,4-pyrimidinediamine. 1H NMR (CD3OD): δ 7.86 (d, 1H, J=4.2 Hz), 7.35 (t, 1H, J=1.2 Hz), 7.24 (d, 1H, J=3 Hz), 7.15 (m, 2H),... Reactants: NCCC#N (3-aminopropionitrile), FC=1C=C(C=CC1S(=O)(=O)C)C1=C(N=C(S1)N)C (5-(3-Fluoro-4-methanesulfonyl-phenyl)-4-methyl-thiazol-2-ylamine), N1(C=NC=C1)C=1C=C(C=CC1S(=O)(=O)C)C1=C(N=C(S1)NC(=O)N1C=NC=C1)C (Imidazole-1-carboxylic acid [5-(3-imidazol-1-yl-4-methanesulfonyl-phenyl)-4-methyl-thiazol-2-yl]-amide). Yields the product C(#N)CCNC(=O)NC=1SC(=C(N1)C)C1=CC(=C(C=C1)S(=O)(=O)C)N1C=NC=C1 (1-(2-Cyano-ethyl)-3-[5-(3-imidazol-1-yl-4-methanesulfonyl-phenyl)-4-methyl-thiazol-2-yl]-urea). As a reaction SMILES: [NH2:1][CH2:2][CH2:3][C:4]#[N:5].FC1C=C(C2SC(N)=NC=2C)C=CC=1S(C)(=O)=O.[N:24]1([C:29]2[CH:30]=[C:31]([C:39]3[S:43][C:42]([NH:44][C:45](N4C=CN=C4)=[O:46])=[N:41][C:40]=3[CH3:52])[CH:32]=[CH:33][C:34]=2[S:35]([CH3:38])(=[O:37])=[O:36])[CH:28]=[CH:27][N:26]=[CH:25]1>>[C:4]([CH2:3][CH2:2][NH:1][C:45]([NH:44][C:42]1[S:43][C:39]([C:31]2[CH:32]=[CH:33][C:34]([S:35]([CH3:38])(=[O:37])=[O:36])=[C:29]([N:24]3[CH:28]=[CH:27][N:26]=[CH:25]3)[CH:30]=2)=[C:40]([CH3:52])[N:41]=1)=[O:46])#[N:5]. Procedure: The titled compound is prepared by the same procedure as example 88, replacing 2-aminoethanol (part 88b) in this example with 3-aminopropionitrile and replacing 5-(3-fluoro-4-methanesulfonyl-phenyl)-2-isocyanato-4-methyl-thiazole (88a) with Imidazole-1-carboxylic acid [5-(3-imidazol-1-yl-4-methanesulfonyl-phenyl)-4-methyl-thiazol-2-yl]-amide (150a) The reactants are CCCCCCCCCCNC(=O)C=C(c1ccccc1)c1ccc([N+](=O)[O-])cc1, CC(=O)O, [Fe]. Product: CCCCCCCCCCNC(=O)C=C(c1ccccc1)c1ccc(N)cc1. As a reaction SMILES: [CH2:1]([CH2:2][CH2:3][CH2:4][CH2:5][CH2:6][CH2:7][CH2:8][CH2:9][CH3:10])[NH:11][C:12]([CH:13]=[C:14]([c:15]1[cH:16][cH:17][c:18]([N+:21]([O-:22])=[O:23])[cH:19][cH:20]1)[c:24]1[cH:25][cH:26][cH:27][cH:28][cH:29]1)=[O:30].[CH3:32][C:33](=[O:34])[OH:35].[Fe:31]>>[CH2:1]([CH2:2][CH2:3][CH2:4][CH2:5][CH2:6][CH2:7][CH2:8][CH2:9][CH3:10])[NH:11][C:12]([CH:13]=[C:14]([c:15]1[cH:16][cH:17][c:18]([NH2:21])[cH:19][cH:20]1)[c:24]1[cH:25][cH:26][cH:27][cH:28][cH:29]1)=[O:30]. The reactants are C1(=C(C=CC=C1)OC=1C=C(C(C(=O)O)=CC1)C(=O)O)C (4-(o-tolyloxy)phthalic acid), NCC(=O)O (glycine). Reaction conditions: temperature 230 celsius. Product: O=C1N(C(C2=CC(=CC=C12)OC1=C(C=CC=C1)C)=O)CC(=O)O (2-(1,3-Dioxo-5-(o-tolyloxy)isoindolin-2-yl)acetic acid). Reaction SMILES: [C:1]1([CH3:20])[CH:6]=[CH:5][CH:4]=[CH:3][C:2]=1[O:7][C:8]1[CH:9]=[C:10]([C:17]([OH:19])=O)[C:11](=[CH:15][CH:16]=1)[C:12]([OH:14])=O.[NH2:21][CH2:22][C:23]([OH:25])=[O:24]>>[O:14]=[C:12]1[C:11]2[C:10](=[CH:9][C:8]([O:7][C:2]3[CH:3]=[CH:4][CH:5]=[CH:6][C:1]=3[CH3:20])=[CH:16][CH:15]=2)[C:17](=[O:19])[N:21]1[CH2:22][C:23]([OH:25])=[O:24]. Procedure details: A mixture of 4-(o-tolyloxy)phthalic acid (9.5 g, 35.0 mmol) and glycine (2.6 g, 35.0 mmol) was ground thoroughly in a mortar. The powder was then transferred to a flask and heated to 220-240° C. under high vacuum for 30 minutes. The reaction crude was cooled to room temperature to give the title compound in 10.2 g. 1H NMR (DMSO, 200 MHz): δ=7.89 (d, 1H, J=8.0 Hz), 7.42-7.08 (m, 6H), 4.27 (s, 2H), 2.14 (s, 3H).